This data is from the Open Reaction Database (ORD), a public repository of structured organic reaction records. The task is: describe an organic reaction: reactants, conditions, products, and yield Starting materials: O=C1CCC(C=C(Br)Br)CC1, OCCO, Cc1ccc(S(=O)(=O)O)cc1, c1ccccc1. The product is BrC(Br)=CC1CCC2(CC1)OCCO2. As a reaction SMILES: [Br:1][C:2](=[CH:3][CH:4]1[CH2:5][CH2:6][C:7](=[O:10])[CH2:8][CH2:9]1)[Br:11].[OH:12][CH2:13][CH2:14][OH:15].[c:16]1([CH3:17])[cH:18][cH:19][c:20]([S:21]([OH:22])(=[O:23])=[O:24])[cH:25][cH:26]1.[cH:27]1[cH:28][cH:29][cH:30][cH:31][cH:32]1>>[Br:1][C:2](=[CH:3][CH:4]1[CH2:5][CH2:6][C:7]2([CH2:8][CH2:9]1)[O:10][CH2:14][CH2:13][O:12]2)[Br:11]. Starting materials: C([O-])([O-])=O.[Na+].[Na+] (sodium carbonate), C(C)C(=O)C (methyl ethyl ketone), OCC(O)CO (glycerin), O.C1(=CC=C(C=C1)S(=O)(=O)O)C (paratoluene-sulfonic acid monohydrate). Run in CCCCCC (hexane). Run at temperature 60 celsius, time 30 hour. Yields the product CC1(OCC(O1)CO)CC (2-Methyl-2-ethyl-4-hydroxymethyl-1,3-dioxolane). RXN SMILES: [CH2:1]([C:3]([CH3:5])=[O:4])[CH3:2].[OH:6][CH2:7][CH:8]([CH2:10]O)[OH:9].O.C1(C)C=CC(S(O)(=O)=O)=CC=1.C(=O)([O-])[O-].[Na+].[Na+]>CCCCCC>[CH3:5][C:3]1([CH2:1][CH3:2])[O:9][CH:8]([CH2:7][OH:6])[CH2:10][O:4]1 |f:2.3,4.5.6|. Procedure: In a reaction vessel having a capacity of 3 L and equipped with a thermometer, a reflux condenser, a Dean-Stark trap, a calcium chloride tube and a stirrer, methyl ethyl ketone (400 g, 5,547 mol), glycerin (561.91 g, 6.102 mol), paratoluene-sulfonic acid monohydrate (21.10 g, 0.1109 mol) and hexane (400 mL) were charged. The contents were heated under stirring and a reaction was conducted at 67 to 74° C. for 30 hours to distill off a calculated amount of water. After completion of the reaction, ... The reactants are O=C(NCCC=1C=CC=CC1OC)C(F)(F)F. The reagents and catalysts are O1B(OC(C)(C)C1(C)C)B2OC(C)(C)C(O2)(C)C, O=S(=O)([O-])CC=1C=NC(=CC1)C2=NC=C(C=C2)C.CCCC[N+](CCCC)(CCCC)CCCC, C[OH2+].C[OH2+].C1CC=CCCC=C1.C1CC=CCCC=C1.[Ir].[Ir]. Solvent: O1CCCC1. Reaction conditions: temperature 50 celsius, time 20 hour. Yields the product O=C(NCCC1=CC(=CC=C1OC)B2OC(C)(C)C(O2)(C)C)C(F)(F)F, O=C(NCCC1=CC=C(C=C1OC)B2OC(C)(C)C(O2)(C)C)C(F)(F)F. Yield: 34.0%. Procedure: Following general procedure F using 4j (61.8 mg, 0.25 mmol), B2pin2 (127 mg, 0.50 mmol), [Ir(COD)OMe]2 (2.5 mg, 0.00375 mmol) and 1a (3.8 mg, 0.0075 mmol) in THF (1.25 mL). Stirred in vial at 50 °C for 20 hours. Analysis of crude 1 H NMR using internal standard 1,2‐dimethoxyethane showed 1.4:1 meta:para borylation in 96% yield. The crude product was purified by silica gel chromatography (10% EtOAc in Petroleum Ether 40‐60 o C) gave the title compound (as a 1.6:1 mixture of meta:para ratio, as de... The reactants are COC(C=1C=C(C(=O)OC(C)(C)C)C=C(C1)N)=O (5-Amino-isophthalic acid 1-tert-butyl ester 3-methyl ester), N1=CC=CC=C1 (pyridine), ClCCCS(=O)(=O)Cl (3-chloropropanesulfonyl chloride). The product is COC(C=1C=C(C(=O)OC(C)(C)C)C=C(C1)NS(=O)(=O)CCCCl)=O (5-(3-chloro-propane-1-sulfonylamino)-isophthalic acid 1-tert-butyl ester 3-methyl ester). Isolated yield 99.5%. Reagents/catalysts: CN(C)C=1C=CN=CC1 (DMAP). RXN SMILES: [CH3:1][O:2][C:3](=[O:18])[C:4]1[CH:5]=[C:6]([CH:14]=[C:15]([NH2:17])[CH:16]=1)[C:7]([O:9][C:10]([CH3:13])([CH3:12])[CH3:11])=[O:8].N1C=CC=CC=1.[Cl:25][CH2:26][CH2:27][CH2:28][S:29](Cl)(=[O:31])=[O:30]>CN(C1C=CN=CC=1)C.C(Cl)Cl.CCOC(C)=O>[CH3:1][O:2][C:3](=[O:18])[C:4]1[CH:5]=[C:6]([CH:14]=[C:15]([NH:17][S:29]([CH2:28][CH2:27][CH2:26][Cl:25])(=[O:31])=[O:30])[CH:16]=1)[C:7]([O:9][C:10]([CH3:13])([CH3:11])[CH3:12])=[O:8]. Procedure details: To a solution of 5-amino-isophthalic acid 1-tert-butyl ester 3-methyl ester (D79) (5.0 g, 20 mmol, 1 equiv), DMAP (0.3 g, 2.46 mmol, 0.12 equiv) and pyridine (1.64 g, 20 mmol, 1 equiv) in CH2Cl2 (80 ml) was added 3-chloropropanesulfonyl chloride (2.4 ml, 20 mmol, 1 equiv) dropwise. The resulting mixture was stirred for 16 h then diluted with AcOEt (150 ml). The organic phase was washed with 2N aqueous HCl solution and saturated aqueous NaHCO3 solution, dried over MgSO4 and concentrated in vacuo ... Conditions: time 16 hour. The solvent is C(Cl)Cl (CH2Cl2), CCOC(=O)C (AcOEt). The reactants are ClCC(CCl)CBr, NCc1ccccc1, [Na+], [OH-], O. Product: ClCC1CN(Cc2ccccc2)C1. Reaction SMILES: [Br:9][CH2:10][CH:11]([CH2:12][Cl:13])[CH2:14][Cl:15].[NH2:1][CH2:2][c:3]1[cH:4][cH:5][cH:6][cH:7][cH:8]1.[Na+:17].[OH-:16].[OH2:18]>>[N:1]1([CH2:2][c:3]2[cH:4][cH:5][cH:6][cH:7][cH:8]2)[CH2:10][CH:11]([CH2:12][Cl:13])[CH2:14]1. Procedure details: To a solution of (R)-1-(4-(trifluoromethyl)phenyl)-1,2,3,4-tetrahydroisoquinoline (200 mg, 0.721 mmol) in MeCN (3 mL) was added 4-nitrophenyl pyridin-4-ylcarbamate (561 mg, 2.164 mmol). The resulting mixture was heated to 55° C. overnight. After cooling down to RT the white precipitated obtained was filtered off and washed with DCM (2×1 mL). The combined filtrates were then concentrated and the residue purified by silica gel flash column chromatography (0%-100% EtOAc/hexane) to give the title co... Reaction conditions: temperature 55 celsius. Reactants: FC(C1=CC=C(C=C1)[C@H]1NCCC2=CC=CC=C12)(F)F ((R)-1-(4-(trifluoromethyl)phenyl)-1,2,3,4-tetrahydroisoquinoline), N1=CC=C(C=C1)NC(OC1=CC=C(C=C1)[N+](=O)[O-])=O (4-nitrophenyl pyridin-4-ylcarbamate). Solvent: CC#N (MeCN). Product: N1=CC=C(C=C1)NC(=O)N1[C@@H](C2=CC=CC=C2CC1)C1=CC=C(C=C1)C(F)(F)F ((R)—N-(Pyridin-4-yl)-1-(4-(trifluoromethyl)phenyl)-3,4-dihydroisoquinoline-2(1H)-carboxamide). As a reaction SMILES: [F:1][C:2]([F:20])([F:19])[C:3]1[CH:8]=[CH:7][C:6]([C@@H:9]2[C:18]3[C:13](=[CH:14][CH:15]=[CH:16][CH:17]=3)[CH2:12][CH2:11][NH:10]2)=[CH:5][CH:4]=1.[N:21]1[CH:26]=[CH:25][C:24]([NH:27][C:28](=O)[O:29]C2C=CC([N+]([O-])=O)=CC=2)=[CH:23][CH:22]=1>CC#N>[N:21]1[CH:26]=[CH:25][C:24]([NH:27][C:28]([N:10]2[CH2:11][CH2:12][C:13]3[C:18](=[CH:17][CH:16]=[CH:15][CH:14]=3)[C@H:9]2[C:6]2[CH:5]=[CH:4][C:3]([C:2]([F:1])([F:19])[F:20])=[CH:8][CH:7]=2)=[O:29])=[CH:23][CH:22]=1. Starting materials: O (water), OCC=1C2=C(SC1)C(=CC=C2)C (3-hydroxymethyl-7-methyl-benzo[b]thiophene), CI (methyl iodide), [H-].[Na+] (NaH). Run in O1CCCC1 (tetrahydrofuran). Reaction conditions: temperature 50 celsius. Yields the product COCC=1C2=C(SC1)C(=CC=C2)C (3-Methoxymethyl-7-methyl-benzo[b]thiophene). RXN SMILES: [OH:1][CH2:2][C:3]1[C:4]2[CH:11]=[CH:10][CH:9]=[C:8]([CH3:12])[C:5]=2[S:6][CH:7]=1.[H-].[Na+].[CH3:15]I.O>O1CCCC1>[CH3:15][O:1][CH2:2][C:3]1[C:4]2[CH:11]=[CH:10][CH:9]=[C:8]([CH3:12])[C:5]=2[S:6][CH:7]=1 |f:1.2|. Procedure details: 400 mg of 3-hydroxymethyl-7-methyl-benzo[b]thiophene are dissolved in tetrahydrofuran, mixed with 82 mg of NaH (80%) and after addition of 48 mg of methyl iodide heated for half an hour at 50° C. The reaction mixture is mixed with water, repeatedly extracted and the organic phase washed, dried and concentrated on a rotary evaporator. The residue is chromatographed over silica-gel (eluant: toluene/glacial acetic acid=95:5) to yield the title compound as an oil.